This data is from the Open Reaction Database (ORD), a public repository of structured organic reaction records. The task is: describe an organic reaction: reactants, conditions, products, and yield Reactants: O=C(OC(Cl)(Cl)Cl)Cl (diphosgene), C(CC)OC(CN)=O (glycine n-propyl ester), C (charcoal). Run in O1CCOCC1 (dioxane). The product is [N-]=C=O.C(CC)OC(CN)=O (glycine n-propyl ester isocyanate). As a reaction SMILES: O=C(Cl)[O:3][C:4](Cl)(Cl)Cl.[CH2:9]([O:12][C:13](=[O:16])[CH2:14][NH2:15])[CH2:10][CH3:11].C>O1CCOCC1>[N-:15]=[C:4]=[O:3].[CH2:9]([O:12][C:13](=[O:16])[CH2:14][NH2:15])[CH2:10][CH3:11] |f:4.5|. Procedure: 0.35 mol diphosgene is added dropwise over 1 hour to a mixture of 0.28 mol of glycine n-propyl ester and 0.4 g activated charcoal in 400 mL dioxane under N2. The reaction mixture is then heated and stirred at reflux for 21/2 hours. The reaction mixture is then cooled, filtered, and concentrated to dryness by rotary evaporator, keeping exposure to moisture to a minimum. The crude product is re-dissolved in 100 mL THF, and the pH of the solution is adjusted to 5.5-6.0 by addition of pyridine. The ...